Dataset: the Open Reaction Database (ORD), a public repository of structured organic reaction records. Task: describe an organic reaction: reactants, conditions, products, and yield Reactants: C[C@@H]1N(CC[C@@H](C1)OC1=NC=NC(=C1)N1CCC2=CC(=CC=C12)S(=O)(=O)C)C(=O)OCC1=CC=CC=C1 (benzyl rac-cis-2-methyl-4-({6-[5-(methylsulfonyl)indolin-1-yl]pyrimidin-4-yl}oxy)piperidine-1-carboxylate), [Cl-].[NH4+] (ammonium chloride), C(C)(C)N(CC)C(C)C (diisopropylethylamine), ClC(=O)OC(C)C (isopropyl chloroformate), [H][H] (hydrogen). Reagents/catalysts: [OH-].[Pd+2].[OH-] (Palladium hydroxide). Solvent: C(C)(=O)OCC (ethyl acetate), CO (methanol), ClCCl (dichloromethane). Conditions: time 30 minute. Product: C[C@@H]1N(CC[C@@H](C1)OC1=NC=NC(=C1)N1CCC2=CC(=CC=C12)S(=O)(=O)C)C(=O)OC(C)C (isopropyl rac-cis-2-methyl-4-({6-[5-(methylsulfonyl)indolin-1-yl]pyrimidin-4-yl}oxy)piperidine-1-carboxylate). Isolated yield 16.2%. As a reaction SMILES: [CH3:1][C@H:2]1[CH2:7][C@@H:6]([O:8][C:9]2[CH:14]=[C:13]([N:15]3[C:23]4[C:18](=[CH:19][C:20]([S:24]([CH3:27])(=[O:26])=[O:25])=[CH:21][CH:22]=4)[CH2:17][CH2:16]3)[N:12]=[CH:11][N:10]=2)[CH2:5][CH2:4][N:3]1[C:28]([O:30][CH2:31][C:32]1C=CC=CC=1)=[O:29].[H][H].[CH:40](N(C(C)C)CC)(C)C.ClC(OC(C)C)=O.[Cl-].[NH4+]>[OH-].[Pd+2].[OH-].ClCCl.C(OCC)(=O)C.CO>[CH3:1][C@H:2]1[CH2:7][C@@H:6]([O:8][C:9]2[CH:14]=[C:13]([N:15]3[C:23]4[C:18](=[CH:19][C:20]([S:24]([CH3:27])(=[O:25])=[O:26])=[CH:21][CH:22]=4)[CH2:17][CH2:16]3)[N:12]=[CH:11][N:10]=2)[CH2:5][CH2:4][N:3]1[C:28]([O:30][CH:31]([CH3:40])[CH3:32])=[O:29] |f:4.5,6.7.8|. Procedure: Palladium hydroxide (300 mg) was added to a methanol (5 mL)/ethyl acetate (5 mL) mixed solution of the benzyl rac-cis-2-methyl-4-({6-[5-(methylsulfonyl)indolin-1-yl]pyrimidin-4-yl}oxy)piperidine-1-carboxylate (271 mg, 0.519 mmol) produced in Example 112, and the mixture was stirred for 2 hours in a hydrogen atmosphere. The reaction solution was filtered through Celite (trade name), and the solvent was distilled off under reduced pressure. To a dichloromethane (10 mL) solution of the obtained res...